Task: describe an organic reaction: reactants, conditions, products, and yield. Dataset: the Open Reaction Database (ORD), a public repository of structured organic reaction records Reactants: ClC=1C=C(C=C(C1)Cl)SC1=C(N=C(N1C)CCO)C(C)C (5-(3,5-dichlorophenylthio)-4-isopropyl-2-(2-hydroxyethyl)-1-methyl-1H-imidazole), acetal, C(CCC)OC1(CCCC1)OCCCC (1,1-di-n-butoxycyclopentane). The product is ClC=1C=C(C=C(C1)Cl)SC1=C(N=C(N1C)CCOC1(CCCC1)OCCCC)C(C)C (5-(3,5-Dichlorophenylthio)-4-isopropyl-2-[2-(1-n-butoxycyclopentyloxy)ethyl]-1-methyl-1H-imidazole). Yield: 29.2%. Reaction SMILES: [Cl:1][C:2]1[CH:3]=[C:4]([S:9][C:10]2[N:14]([CH3:15])[C:13]([CH2:16][CH2:17][OH:18])=[N:12][C:11]=2[CH:19]([CH3:21])[CH3:20])[CH:5]=[C:6]([Cl:8])[CH:7]=1.[CH2:22]([O:26][C:27]1(OCCCC)[CH2:31][CH2:30][CH2:29][CH2:28]1)[CH2:23][CH2:24][CH3:25]>>[Cl:8][C:6]1[CH:5]=[C:4]([S:9][C:10]2[N:14]([CH3:15])[C:13]([CH2:16][CH2:17][O:18][C:27]3([O:26][CH2:22][CH2:23][CH2:24][CH3:25])[CH2:31][CH2:30][CH2:29][CH2:28]3)=[N:12][C:11]=2[CH:19]([CH3:21])[CH3:20])[CH:3]=[C:2]([Cl:1])[CH:7]=1. Procedure details: The compound 22 (345 mg, 1 mmol) was converted to the acetal with 1,1-di-n-butoxycyclopentane (2.14 g, 10 mmol) in the same manner as the example 20 to give the compound 35 (142 mg, 29.3%). Yield: 65.2%. The reactants are NC=1SC=C(N1)C(C(=O)N[C@H]1[C@H]2SCC(=C(N2C1=O)C(=O)O)CSC1=CC(=NC=2N1N=C(N2)C(NO)=O)C)=O ((6R,7R)-7-(2-Amino-4-thiazoleglyoxylamido)-3-[[[2-(hydroxycarbamoyl)-5-methyl-s-triazolo[1,5-a]pyrimidin-7-yl]thio]methyl]-8-oxo-5-thia-1-azabicyclo[4.2.0]oct-2-ene-2-carboxylic acid), NOCC=1NC=C(C(N1)=O)O (2-(aminooxy)methyl-5-hydroxy-4(1H)-pyrimidinone), O.C1(=CC=C(C=C1)S(=O)(=O)O)C (p-toluenesulphonic acid hydrate). Procedure: (6R,7R)-7-(2-Amino-4-thiazoleglyoxylamido)-3-[[[2-(hydroxycarbamoyl)-5-methyl-s-triazolo[1,5-a]pyrimidin-7-yl]thio]methyl]-8-oxo-5-thia-1-azabicyclo[4.2.0]oct-2-ene-2-carboxylic acid (25 mg) (0.042 mmol), 8.6 mg (0.055 mmol) of 2-(aminooxy)methyl-5-hydroxy-4(1H)-pyrimidinone and 10.5 mg (0.055 mmol) of p-toluenesulphonic acid hydrate are dissolved in 3 ml of absolute dimethylacetamide. After stirring at room temperature for 24 hours the solvent is removed in a high vacuum at room temperature and... Product: NC=1SC=C(N1)/C(/C(=O)N[C@H]1[C@H]2SCC(=C(N2C1=O)C(=O)O)CSC1=CC(=NC=2N1N=C(N2)C(NO)=O)C)=N/OCC=2NC=C(C(N2)=O)O ((6R,7R)-7-[(Z)-2-(2-amino-4-thiazolyl)-2-[[(1,4-dihydro-5-hydroxy-4-oxo-2-pyrimidinyl)methoxy]imino]acetamido]-3-[[[2-(hydroxycarbamoyl)-5-methyl-s-triazolo[1,5-a]pyrimidin-7-yl] thio]methyl]-8-oxo-5-thia-1-azabicyclo[4.2.0]oct-2-ene-2-carboxylic acid). Conditions: time 24 hour. As a reaction SMILES: [NH2:1][C:2]1[S:3][CH:4]=[C:5]([C:7](=O)[C:8]([NH:10][C@@H:11]2[C:18](=[O:19])[N:17]3[C@@H:12]2[S:13][CH2:14][C:15]([CH2:23][S:24][C:25]2[N:30]4[N:31]=[C:32]([C:34](=[O:37])[NH:35][OH:36])[N:33]=[C:29]4[N:28]=[C:27]([CH3:38])[CH:26]=2)=[C:16]3[C:20]([OH:22])=[O:21])=[O:9])[N:6]=1.[NH2:40][O:41][CH2:42][C:43]1[NH:44][CH:45]=[C:46]([OH:50])[C:47](=[O:49])[N:48]=1.O.C1(C)C=CC(S(O)(=O)=O)=CC=1>CC(N(C)C)=O>[NH2:1][C:2]1[S:3][CH:4]=[C:5](/[C:7](=[N:40]/[O:41][CH2:42][C:43]2[NH:44][CH:45]=[C:46]([OH:50])[C:47](=[O:49])[N:48]=2)/[C:8]([NH:10][C@@H:11]2[C:18](=[O:19])[N:17]3[C@@H:12]2[S:13][CH2:14][C:15]([CH2:23][S:24][C:25]2[N:30]4[N:31]=[C:32]([C:34](=[O:37])[NH:35][OH:36])[N:33]=[C:29]4[N:28]=[C:27]([CH3:38])[CH:26]=2)=[C:16]3[C:20]([OH:22])=[O:21])=[O:9])[N:6]=1 |f:2.3|. The solvent is CC(=O)N(C)C (dimethylacetamide). Reactants: CCCCCC(=O)CC=C1C(=O)NC(=O)N1CCCCCCC(=O)O, CCO. Yields the product CCCCCC(=O)CCC1C(=O)NC(=O)N1CCCCCCC(=O)O. As a reaction SMILES: [C:1](=[O:2])([OH:3])[CH2:4][CH2:5][CH2:6][CH2:7][CH2:8][CH2:9][N:10]1[C:11](=[O:12])[NH:13][C:14](=[O:15])[C:16]1=[CH:17][CH2:18][C:19]([CH2:20][CH2:21][CH2:22][CH2:23][CH3:24])=[O:25].[CH3:26][CH2:27][OH:28]>>[C:1](=[O:2])([OH:3])[CH2:4][CH2:5][CH2:6][CH2:7][CH2:8][CH2:9][N:10]1[C:11](=[O:12])[NH:13][C:14](=[O:15])[CH:16]1[CH2:17][CH2:18][C:19]([CH2:20][CH2:21][CH2:22][CH2:23][CH3:24])=[O:25]. Reactants: CCN(CC)CC(O)COc1ccc([N+](=O)[O-])cc1, CCO, NN, O. Yields the product CCN(CC)CC(O)COc1ccc(N)cc1. RXN SMILES: [CH2:1]([CH3:2])[N:3]([CH2:4][CH:5]([CH2:6][O:7][c:8]1[cH:9][cH:10][c:11]([N+:14]([O-:15])=[O:16])[cH:12][cH:13]1)[OH:17])[CH2:18][CH3:19].[CH3:23][CH2:24][OH:25].[NH2:21][NH2:22].[OH2:20]>>[CH2:1]([CH3:2])[N:3]([CH2:4][CH:5]([CH2:6][O:7][c:8]1[cH:9][cH:10][c:11]([NH2:14])[cH:12][cH:13]1)[OH:17])[CH2:18][CH3:19].